From a dataset of the Open Reaction Database (ORD), a public repository of structured organic reaction records. describe an organic reaction: reactants, conditions, products, and yield Starting materials: C(C)OCCN1C(=NC2=C1C=CC=C2)NC2CCN(CC2)CCC2(CNCC2)C2=CC=CC=C2 (3-(2-(4-(1-(2-ethoxyethyl)-1H-benzimidazol-2-yl-amino)piperidin-1-yl)ethyl)-3-phenylpyrrolidine), C(C)(C)N(C(C)C)CC (N,N-diisopropylethylamine), COC1=C(C(=O)Cl)C=C(C=C1)CN1N=NC=C1 (2-methoxy-5-(1H-triazol-1-ylmethyl)benzoyl chloride). Run in O1CCCC1 (tetrahydrofuran), C(C)(=O)OCC (ethyl acetate). Conditions: time 18 hour. Yields the product COC1=C(C(=O)N2CC(CC2)(C2=CC=CC=C2)CCN2CCC(CC2)NC2=NC3=C(N2CCOCC)C=CC=C3)C=C(C=C1)CN1N=NN=C1 (1-(2-methoxy-5-(1H-tetrazol-1-ylmethyl)benzoyl)-3-(2-(4-(1-(2-ethoxyethyl)-1H-benzimidazol-2-yl-amino)piperidin-1-yl)ethyl)-3-phenylpyrrolidine). As a reaction SMILES: [CH2:1]([O:3][CH2:4][CH2:5][N:6]1[C:10]2[CH:11]=[CH:12][CH:13]=[CH:14][C:9]=2[N:8]=[C:7]1[NH:15][CH:16]1[CH2:21][CH2:20][N:19]([CH2:22][CH2:23][C:24]2([C:29]3[CH:34]=[CH:33][CH:32]=[CH:31][CH:30]=3)[CH2:28][CH2:27][NH:26][CH2:25]2)[CH2:18][CH2:17]1)[CH3:2].C([N:38](CC)C(C)C)(C)C.[CH3:44][O:45][C:46]1[CH:54]=[CH:53][C:52]([CH2:55][N:56]2[CH:60]=C[N:58]=[N:57]2)=[CH:51][C:47]=1[C:48](Cl)=[O:49]>O1CCCC1.C(OCC)(=O)C>[CH3:44][O:45][C:46]1[CH:54]=[CH:53][C:52]([CH2:55][N:56]2[CH:60]=[N:38][N:58]=[N:57]2)=[CH:51][C:47]=1[C:48]([N:26]1[CH2:27][CH2:28][C:24]([CH2:23][CH2:22][N:19]2[CH2:20][CH2:21][CH:16]([NH:15][C:7]3[N:6]([CH2:5][CH2:4][O:3][CH2:1][CH3:2])[C:10]4[CH:11]=[CH:12][CH:13]=[CH:14][C:9]=4[N:8]=3)[CH2:17][CH2:18]2)([C:29]2[CH:30]=[CH:31][CH:32]=[CH:33][CH:34]=2)[CH2:25]1)=[O:49]. Procedure: Combine 3-(2-(4-(1-(2-ethoxyethyl)-1H-benzimidazol-2-yl-amino)piperidin-1-yl)ethyl)-3-phenylpyrrolidine (prepared from (−)-3-phenyl-3-(2-hydroxyethyl)pyrrolidine (R,R)-di-p-anisoyltartaric acid salt) (1.0 mmol), N,N-diisopropylethylamine (0.35 mL), and 2-methoxy-5-(1H-triazol-1-ylmethyl)benzoyl chloride (0.22 g, 0.94 mmol) in tetrahydrofuran (50 mL). After 18 hours, dilute the reaction mixture with ethyl acetate and extract with a saturated aqueous sodium bicarbonate solution and then brine. Dry... Reactants: C1=CC=NC(=C1)NC2=CC=CC=N2 (2,2′-dipyridylamine), CN(C=O)C (N,N-dimethylformamide), ClCC1=NC2=C(N1C)C=CC=C2 (2-(chloromethyl)-1-methyl-1H-benzimidazole), CN(C=O)C (N,N-dimethylformamide), [H-].[Na+] (sodium hydride). Yields the product CC1=CC=CC(=N1)N(C1=NC=CC=C1)C1=CC=CC=C1 (6-Methyl-N-phenyl-N-pyridin-2-ylpyridin-2-amine). Reaction SMILES: [CH:1]1[CH:6]=[C:5]([NH:7][C:8]2[N:13]=[CH:12][CH:11]=[CH:10][CH:9]=2)[N:4]=[CH:3][CH:2]=1.[H-].[Na+].ClCC1N(C)[C:21]2[CH:24]=[CH:25][CH:26]=[CH:27][C:20]=2N=1.[CH3:28]N(C)C=O>>[CH3:28][C:12]1[N:13]=[C:8]([N:7]([C:20]2[CH:27]=[CH:26][CH:25]=[CH:24][CH:21]=2)[C:5]2[CH:6]=[CH:1][CH:2]=[CH:3][N:4]=2)[CH:9]=[CH:10][CH:11]=1 |f:1.2|. Procedure details: To a flask were added 1.1 g of 2,2′-dipyridylamine and 25 ml of N,N-dimethylformamide. To this mixture were added 0.32 g of 60% sodium hydride in mineral oil in small portions, and after stirring at 10 C for ten minutes, 1.2 g of 2-(chloromethyl)-1-methyl-1H-benzimidazole in 5 ml of N,N-dimethylformamide were added. The reaction mixture was stirred at 22 C for several hours, and then quenched with 40 ml water. The product was extracted with 50 ml ethyl acetate, and then extracted with 30 ml of 1... The reactants are FC1=C(C=CC(=C1)OCOC)[N+](=O)[O-] (2-fluoro-4-(methoxymethoxy)-1-nitrobenzene), [H][H] (hydrogen). The reagents and catalysts are [C].[Pd] (Palladium-carbon). Solvent: C(C)O (ethanol). Yields the product FC1=C(N)C=CC(=C1)OCOC (2-Fluoro-4-(methoxymethoxy)aniline). Isolated yield 73.1%. As a reaction SMILES: [F:1][C:2]1[CH:7]=[C:6]([O:8][CH2:9][O:10][CH3:11])[CH:5]=[CH:4][C:3]=1[N+:12]([O-])=O.[H][H]>[C].[Pd].C(O)C>[F:1][C:2]1[CH:7]=[C:6]([O:8][CH2:9][O:10][CH3:11])[CH:5]=[CH:4][C:3]=1[NH2:12] |f:2.3|. Procedure details: 10% Palladium-carbon (390 mg) as a catalyst was added to an ethanol (100 mL) solution of 2-fluoro-4-(methoxymethoxy)-1-nitrobenzene (3.86 g), and stirred overnight in a hydrogen atmosphere at room temperature. The catalyst was removed through filtration, the solvent was evaporated off under reduced pressure, and the resulting residue was purified through silica gel column chromatography (methanol/chloroform=from 0% to 20%, gradient) to give the entitled compound (2.40 g, 73%) as a brown oily sub...